This data is from the Open Reaction Database (ORD), a public repository of structured organic reaction records. The task is: describe an organic reaction: reactants, conditions, products, and yield The reactants are ICCC (iodopropane), [Cl-].[NH4+] (ammonium chloride), [Li+].CC(C)[N-]C(C)C (LDA), COC(CC=1C=C(C=C(C1)C1=CC=C(C=C1)Cl)C1=CC=C(C=C1)Cl)=O ((4,4″-dichloro-[1,1′;3′,1″]terphenyl-5′-yl)-acetic acid methyl ester). Run in CCOC(=O)C (EtOAc), C1CCOC1 (THF), O (water). Product: COC(C(CCC)C=1C=C(C=C(C1)C1=CC=C(C=C1)Cl)C1=CC=C(C=C1)Cl)=O (2-(4,4″-Dichloro-[1,1′;3′,1″]terphenyl-5′-yl)-pentanoic acid methyl ester). As a reaction SMILES: [Li+].[CH3:2][CH:3]([N-]C(C)C)[CH3:4].[CH3:9][O:10][C:11](=[O:33])[CH2:12][C:13]1[CH:14]=[C:15]([C:26]2[CH:31]=[CH:30][C:29]([Cl:32])=[CH:28][CH:27]=2)[CH:16]=[C:17]([C:19]2[CH:24]=[CH:23][C:22]([Cl:25])=[CH:21][CH:20]=2)[CH:18]=1.ICCC.[Cl-].[NH4+]>C1COCC1.O.CCOC(C)=O>[CH3:9][O:10][C:11](=[O:33])[CH:12]([C:13]1[CH:14]=[C:15]([C:26]2[CH:31]=[CH:30][C:29]([Cl:32])=[CH:28][CH:27]=2)[CH:16]=[C:17]([C:19]2[CH:20]=[CH:21][C:22]([Cl:25])=[CH:23][CH:24]=2)[CH:18]=1)[CH2:2][CH2:3][CH3:4] |f:0.1,4.5|. Procedure: A solution of LDA (0.18 mL of 1.8 M in THF, 0.31 mmol) was added dropwise to a stirred solution of (4,4″-dichloro-[1,1′;3′,1″]terphenyl-5′-yl)-acetic acid methyl ester (100 mg, 0.26 mmol) in THF (10 mL) at −78° C. The reaction mixture was stirred for 30 minutes at −78° C. before iodopropane (0.035 mL, 0.31 mmol) was added dropwise. The reaction mixture was allowed to warm to room temperature overnight. A saturated aqueous solution of ammonium chloride (10 mL) was carefully added and the residue ... The reactants are hydrochloride salt, CC1=CC=C(C=C1)S(=O)(=O)OCC1OC2=C(C1)C=C(C=C2C2=CC(=C(C=C2)F)F)Cl ((±)-[5-chloro-7-(3,4-difluorophenyl)-2,3-dihydro-1-benzofuran-2-yl]methyl 4-methylbenzenesulfonate), CN (methylamine). Product: ClC=1C=C(C2=C(CC(O2)CNC)C1)C1=CC(=C(C=C1)F)F ((±)-{[5-chloro-7-(3,4-difluorophenyl)-2,3-dihydro-1-benzofuran-2-yl]methyl}methylamine). Reaction SMILES: CC1C=CC(S(O[CH2:12][CH:13]2[CH2:17][C:16]3[CH:18]=[C:19]([Cl:30])[CH:20]=[C:21]([C:22]4[CH:27]=[CH:26][C:25]([F:28])=[C:24]([F:29])[CH:23]=4)[C:15]=3[O:14]2)(=O)=O)=CC=1.[CH3:31][NH2:32]>>[Cl:30][C:19]1[CH:20]=[C:21]([C:22]2[CH:27]=[CH:26][C:25]([F:28])=[C:24]([F:29])[CH:23]=2)[C:15]2[O:14][CH:13]([CH2:12][NH:32][CH3:31])[CH2:17][C:16]=2[CH:18]=1. Procedure: The title compound was prepared (0.09 g, 79%) following the general procedure of Example 390 as a white solid, hydrochloride salt from (±)-[5-chloro-7-(3,4-difluorophenyl)-2,3-dihydro-1-benzofuran-2-yl]methyl 4-methylbenzenesulfonate (0.149 g, 0.33 mmol) and methylamine (0.102 g, 3.3 mmol). mp 235-237° C. Starting materials: CN(C)C=O, COC(=O)c1cc2cc(OCCCl)ccc2s1, [H-], [Na+], O, c1c[nH]cn1. Product: COC(=O)c1cc2cc(OCCn3ccnc3)ccc2s1. Reaction SMILES: [CH3:26][N:27]([CH3:28])[CH:29]=[O:30].[CH3:8][O:9][C:10](=[O:11])[c:12]1[cH:13][c:14]2[c:15]([s:16]1)[cH:17][cH:18][c:19]([O:21][CH2:22][CH2:23][Cl:24])[cH:20]2.[H-:1].[Na+:2].[OH2:25].[nH:3]1[cH:4][n:5][cH:6][cH:7]1>>[n:3]1([CH2:23][CH2:22][O:21][c:19]2[cH:18][cH:17][c:15]3[c:14]([cH:13][c:12]([C:10]([O:9][CH3:8])=[O:11])[s:16]3)[cH:20]2)[cH:4][n:5][cH:6][cH:7]1.